The task is: describe an organic reaction: reactants, conditions, products, and yield. This data is from the Open Reaction Database (ORD), a public repository of structured organic reaction records. Reactants: CO, O=C[O-], COc1ccc(-c2cc(Cl)nnc2N)c(C)c1, [NH4+]. Product: COc1ccc(-c2ccnnc2N)c(C)c1. As a reaction SMILES: [CH3:22][OH:23].[CH:1]([O-:2])=[O:3].[Cl:5][c:6]1[cH:7][c:8](-[c:13]2[c:14]([CH3:21])[cH:15][c:16]([O:19][CH3:20])[cH:17][cH:18]2)[c:9]([NH2:12])[n:10][n:11]1.[NH4+:4]>>[cH:6]1[cH:7][c:8](-[c:13]2[c:14]([CH3:21])[cH:15][c:16]([O:19][CH3:20])[cH:17][cH:18]2)[c:9]([NH2:12])[n:10][n:11]1. The reactants are Cn1cc(C#N)c(Nc2ccc(Cl)cc2[N+](=O)[O-])n1, CCO, [Cl-], Cl. The product is Cn1cc2c(n1)Nc1ccc(Cl)cc1N=C2N, Cl. Reaction SMILES: [CH3:1][n:2]1[n:3][c:4]([NH:9][c:10]2[c:11]([N+:17]([O-:18])=[O:19])[cH:12][c:13]([Cl:16])[cH:14][cH:15]2)[c:5]([C:7]#[N:8])[cH:6]1.[CH3:21][CH2:22][OH:23].[Cl-:20].[ClH:24]>>[CH3:1][n:2]1[n:3][c:4]2[c:5]([cH:6]1)[C:7]([NH2:8])=[N:17][c:11]1[c:10]([cH:15][cH:14][c:13]([Cl:16])[cH:12]1)[NH:9]2.[ClH:20]. Reactants: C(=O)(OCC)C=1C(=C(C(=NC1C(C)C)C(C)C)C=O)C1=CC=C(C=C1)F (5-Carboethoxy-2,6-diisopropyl-4-(4-fluorophenyl)-3-pyridinecarboxaldehyde), C1(=CC=CC=C1)[Li] (phenyllithium). The solvent is C(C)(=O)OCC.CCCCCC (ethyl acetate hexane). The product is C(C)(C)C1=NC(=C(C(=C1CO)C1=CC=C(C=C1)F)C(C1=CC=CC=C1)O)C(C)C ((±)-2,6-Diisopropyl-3-hydroxymethyl-4-(4-fluorophenyl)-5-(hydroxy-phenylmethyl)pyridine). RXN SMILES: [C:1]([C:6]1[C:7]([C:20]2[CH:25]=[CH:24][C:23]([F:26])=[CH:22][CH:21]=2)=[C:8]([CH:18]=[O:19])[C:9]([CH:15]([CH3:17])[CH3:16])=[N:10][C:11]=1[CH:12]([CH3:14])[CH3:13])([O:3]CC)=O.[C:27]1([Li])[CH:32]=[CH:31][CH:30]=[CH:29][CH:28]=1>C(OCC)(=O)C.CCCCCC>[CH:15]([C:9]1[C:8]([CH2:18][OH:19])=[C:7]([C:20]2[CH:25]=[CH:24][C:23]([F:26])=[CH:22][CH:21]=2)[C:6]([CH:1]([OH:3])[C:27]2[CH:32]=[CH:31][CH:30]=[CH:29][CH:28]=2)=[C:11]([CH:12]([CH3:13])[CH3:14])[N:10]=1)([CH3:17])[CH3:16] |f:2.3|. Procedure: The title compound was prepared from 5-carboethoxy-2,6-diisopropyl-4-(4-fluorophenyl)-3-pyridinecarboxaldehyde (Example 1, Step E) and phenyllithium, according to the procedures described in Example 93. 1H NMR (300 MHz, CDCl3): δ 7.23 (m, 7 H), 7.06 (m, 2 H), 5.71 (d, J=5.14 Hz, 1 H), 4.38 (d, J=5.5 Hz, 2 H), 3.47 (septet, J=6.6 Hz, 1 H), 3.12 (septet, J=6.6 Hz, 1 H), 2.12 (d, J=5.1 Hz, 1 H), 1.57 (s, 1H), 1.29 (m, 10 H), 0.797 (d, J=6.6 Hz, 3 H). FAB-MS: calcd for (C25H28NFO2) 393, found 394 (M...